From a dataset of the Open Reaction Database (ORD), a public repository of structured organic reaction records. describe an organic reaction: reactants, conditions, products, and yield Reactants: C(C)(=O)C=1C=C(C=CC1Cl)NS(=O)(=O)C (N-(3-acetyl-4-chlorophenyl)methanesulfonamide), BrBr (bromine). Solvent: O1CCOCC1 (dioxane). Conditions: time 1 hour. Yields the product BrCC(=O)C=1C=C(C=CC1Cl)NS(=O)(=O)C (N-(3-bromoacetyl-4-chlorophenyl)methanesulfonamide). As a reaction SMILES: [C:1]([C:4]1[CH:5]=[C:6]([NH:11][S:12]([CH3:15])(=[O:14])=[O:13])[CH:7]=[CH:8][C:9]=1[Cl:10])(=[O:3])[CH3:2].[Br:16]Br>O1CCOCC1>[Br:16][CH2:2][C:1]([C:4]1[CH:5]=[C:6]([NH:11][S:12]([CH3:15])(=[O:13])=[O:14])[CH:7]=[CH:8][C:9]=1[Cl:10])=[O:3]. Procedure details: N-(3-acetyl-4-chlorophenyl)methanesulfonamide (300 mg) was dissolved in dioxane (5 mL), and bromine (77 μL) was added dropwise with ice-cooling. After stirring at room temperature for 1 hour, the solvent was distilled off under reduced pressure. The residue was washed with a water/ethanol mixture (1:1) and then dried under reduced pressure to yield N-(3-bromoacetyl-4-chlorophenyl)methanesulfonamide (312 mg) as a colorless crystal. Reactants: NC=1C=CC(=C(C1)[C@]1(N=C(OC[C@@H]1F)N)C)F ((4R,5R)-4-(5-amino-2-fluoro-phenyl)-5-fluoro-4-methyl-5,6-dihydro-4H-[1,3]oxazin-2-ylamine), ClC=1C(=NC=C(C1)C#N)C(=O)O (3-chloro-5-cyano-pyridine-2-carboxylic acid). Yields the product NC=1OC[C@@H]([C@@](N1)(C)C=1C=C(C=CC1F)NC(=O)C1=NC=C(C=C1Cl)C#N)F (3-Chloro-5-cyano-pyridine-2-carboxylic acid [3-((4R,5R)-2-amino-5-fluoro-4-methyl-5,6-dihydro-4H-[1,3]oxazin-4-yl)-4-fluoro-phenyl]-amide). As a reaction SMILES: [NH2:1][C:2]1[CH:3]=[CH:4][C:5]([F:17])=[C:6]([C@:8]2([CH3:16])[C@@H:13]([F:14])[CH2:12][O:11][C:10]([NH2:15])=[N:9]2)[CH:7]=1.[Cl:18][C:19]1[C:20]([C:27](O)=[O:28])=[N:21][CH:22]=[C:23]([C:25]#[N:26])[CH:24]=1>>[NH2:15][C:10]1[O:11][CH2:12][C@H:13]([F:14])[C@:8]([C:6]2[CH:7]=[C:2]([NH:1][C:27]([C:20]3[C:19]([Cl:18])=[CH:24][C:23]([C:25]#[N:26])=[CH:22][N:21]=3)=[O:28])[CH:3]=[CH:4][C:5]=2[F:17])([CH3:16])[N:9]=1. Procedure: The condensation of (4R,5R)-4-(5-amino-2-fluoro-phenyl)-5-fluoro-4-methyl-5,6-dihydro-4H-[1,3]oxazin-2-ylamine (intermediate A8.2) and 3-chloro-5-cyano-pyridine-2-carboxylic acid (CAS 1200497-81-9) following procedure I yielded the title compound as a white solid. MS (ISP): m/z=406.2 [M+H]+.